From a dataset of the Open Reaction Database (ORD), a public repository of structured organic reaction records. describe an organic reaction: reactants, conditions, products, and yield Starting materials: O.O.O.Br(=O)(=O)[O-].[Na+] (sodium bromate trihydrate), ClC1=C(C(=CC=2OC(OC21)C(=O)OCC)C(=O)C2=CC=NN2C)Cl (ethyl 4,5-dichloro-6-(1-methyl-5-pyrazolylcarbonyl)-1,3-benzodioxole-2-carboxylate). Run in O (water), C(C)(=O)O (acetic acid). Reaction conditions: time 15 hour. The product is ClC1=C(C(=CC=2OC(OC21)C(=O)OCC)C(=O)C2=C(C=NN2C)Br)Cl (ethyl 4,5-dichloro-6-(1-methyl-4-bromo-5-pyrazolylcarbonyl)-1,3-benzodioxole-2-carboxylate). Isolated yield 41.2%. Reaction SMILES: O.O.O.[Br:4]([O-])(=O)=O.[Na+].[Cl:9][C:10]1[C:18]2[O:17][CH:16]([C:19]([O:21][CH2:22][CH3:23])=[O:20])[O:15][C:14]=2[CH:13]=[C:12]([C:24]([C:26]2[N:30]([CH3:31])[N:29]=[CH:28][CH:27]=2)=[O:25])[C:11]=1[Cl:32]>O.C(O)(=O)C>[Cl:9][C:10]1[C:18]2[O:17][CH:16]([C:19]([O:21][CH2:22][CH3:23])=[O:20])[O:15][C:14]=2[CH:13]=[C:12]([C:24]([C:26]2[N:30]([CH3:31])[N:29]=[CH:28][C:27]=2[Br:4])=[O:25])[C:11]=1[Cl:32] |f:0.1.2.3.4|. Procedure: A solution of 1.53 g of sodium bromate trihydrate in 5 ml of water is added to a solution of 2.0 g of ethyl 4,5-dichloro-6-(1-methyl-5-pyrazolylcarbonyl)-1,3-benzodioxole-2-carboxylate in 20 ml of acetic acid at room temperature. The mixture is stirred at the same temperature for 15 hours. The reaction mixture is concentrated under reduced pressure to remove acetic acid. The residue is neutralized by addition of an aqueous saturated sodium bicarbonate solution and extracted with ethyl acetate. T... Starting materials: NC1CCc2cc(Br)ccc21, O=C(NC1(C(=O)O)CC1)C(F)(F)F. Product: O=C(NC1(C(=O)NC2CCc3cc(Br)ccc32)CC1)C(F)(F)F. As a reaction SMILES: [Br:1][c:2]1[cH:3][c:4]2[c:8]([cH:9][cH:10]1)[CH:7]([NH2:11])[CH2:6][CH2:5]2.[F:12][C:13]([C:14](=[O:15])[NH:16][C:17]1([C:20](=[O:21])[OH:22])[CH2:18][CH2:19]1)([F:23])[F:24]>>[Br:1][c:2]1[cH:3][c:4]2[c:8]([cH:9][cH:10]1)[CH:7]([NH:11][C:20]([C:17]1([NH:16][C:14]([C:13]([F:12])([F:23])[F:24])=[O:15])[CH2:18][CH2:19]1)=[O:21])[CH2:6][CH2:5]2. Starting materials: ClC=1SC(=C(N1)C(F)(F)F)C(=O)OCC (ethyl 2-chloro-4-trifluoromethyl-5-thiazolecarboxylate), ice water, [O-]CC.[Na+] (sodium ethoxide), [Na] (sodium). Run in C(C)O (ethanol). Conditions: temperature 80 celsius. Yields the product C(C)OC=1SC(=C(N1)C(F)(F)F)C(=O)OCC (Ethyl 2-Ethoxy-4-Trifluoromethyl-5-Thiazolecarboxylate). Isolated yield 78.0%. As a reaction SMILES: [O-:1][CH2:2][CH3:3].[Na+].[Na].Cl[C:7]1[S:8][C:9]([C:16]([O:18][CH2:19][CH3:20])=[O:17])=[C:10]([C:12]([F:15])([F:14])[F:13])[N:11]=1>C(O)C>[CH2:2]([O:1][C:7]1[S:8][C:9]([C:16]([O:18][CH2:19][CH3:20])=[O:17])=[C:10]([C:12]([F:14])([F:13])[F:15])[N:11]=1)[CH3:3] |f:0.1,^1:4|. Reported procedure: To a cold (0° C.) solution of sodium ethoxide, prepared from 0.46 g (0.02 mole) of sodium and 40 ml. of dried ethanol, was added 5.2 g (0.02 mole) of ethyl 2-chloro-4-trifluoromethyl-5-thiazolecarboxylate. A precipitate formed immediately. The reaction mixture was heated to 80° C. and then poured into ice water. The precipitate was collected to give 4.2 g (78%) of the desired product as a white solid, m.p. 30.5°-31.5° C.